Dataset: the Open Reaction Database (ORD), a public repository of structured organic reaction records. Task: describe an organic reaction: reactants, conditions, products, and yield The reactants are C(C)(C)N(CC)C(C)C (diisopropylethylamine), BrC=1C=C(C=CC1)CCCO (3-(3-bromophenyl)propan-1-ol), Cl.N1(CCNCC1)C(=O)OCC(=O)NC (2-(methylamino)-2-oxoethyl piperazine-1-carboxylate hydrochloride), C([O-])([O-])=O.[K+].[K+] (potassium carbonate), CS(=O)(=O)Cl (methanesulphonyl chloride). Solvent: ClCCl (dichloromethane). Reaction conditions: temperature 75 celsius, time 2 hour. Yields the product BrC=1C=C(C=CC1)CCCN1CCN(CC1)C(=O)OCC(=O)NC (2-(methylamino)-2-oxoethyl 4-[3-(3-bromophenyl)propyl]piperazine-1-carboxylate). The yield is 39.3%. RXN SMILES: [Br:1][C:2]1[CH:3]=[C:4]([CH2:8][CH2:9][CH2:10]O)[CH:5]=[CH:6][CH:7]=1.C(N(C(C)C)CC)(C)C.CS(Cl)(=O)=O.Cl.[N:27]1([C:33]([O:35][CH2:36][C:37]([NH:39][CH3:40])=[O:38])=[O:34])[CH2:32][CH2:31][NH:30][CH2:29][CH2:28]1.C(=O)([O-])[O-].[K+].[K+]>ClCCl>[Br:1][C:2]1[CH:3]=[C:4]([CH2:8][CH2:9][CH2:10][N:30]2[CH2:29][CH2:28][N:27]([C:33]([O:35][CH2:36][C:37]([NH:39][CH3:40])=[O:38])=[O:34])[CH2:32][CH2:31]2)[CH:5]=[CH:6][CH:7]=1 |f:3.4,5.6.7|. Procedure details: A solution of 1.57 g (6.7 mmol) of 3-(3-bromophenyl)propan-1-ol, prepared in step 7.1., and 1.73 ml (10.1 mmol) of diisopropylethylamine in 38 ml of dichloromethane, cooled to 0° C., is admixed with 0.63 ml (8.14 mmol) of methanesulphonyl chloride. Stirring is continued in the cold for 0.5 hour and then at ambient temperature for 2 hours. The mixture is concentrated under reduced pressure and then the residue is suspended in 35 ml of acetonitrile. 1.34 g (5.35 mmol) of 2-(methylamino)-2-oxoethyl... The reactants are CCOc1cc(C(C)(C)C)ncc1C1=NC(C)(c2ccc(Cl)cc2)C(C)(c2ccc(Cl)cc2)N1C(=O)N1CCC(CC(=O)O)CC1, CNC(C)C. Yields the product CCOc1cc(C(C)(C)C)ncc1C1=NC(C)(c2ccc(Cl)cc2)C(C)(c2ccc(Cl)cc2)N1C(=O)N1CCC(CC(=O)N(C)C(C)C)CC1. RXN SMILES: [C:1]([CH3:2])([CH3:3])([CH3:4])[c:5]1[cH:6][c:7]([O:44][CH2:45][CH3:46])[c:8]([C:11]2=[N:15][C:14]([CH3:16])([c:17]3[cH:18][cH:19][c:20]([Cl:23])[cH:21][cH:22]3)[C:13]([CH3:24])([c:25]3[cH:26][cH:27][c:28]([Cl:31])[cH:29][cH:30]3)[N:12]2[C:32](=[O:33])[N:34]2[CH2:35][CH2:36][CH:37]([CH2:40][C:41](=[O:42])[OH:43])[CH2:38][CH2:39]2)[cH:9][n:10]1.[CH3:47][NH:48][CH:49]([CH3:50])[CH3:51]>>[C:1]([CH3:2])([CH3:3])([CH3:4])[c:5]1[cH:6][c:7]([O:44][CH2:45][CH3:46])[c:8]([C:11]2=[N:15][C:14]([CH3:16])([c:17]3[cH:18][cH:19][c:20]([Cl:23])[cH:21][cH:22]3)[C:13]([CH3:24])([c:25]3[cH:26][cH:27][c:28]([Cl:31])[cH:29][cH:30]3)[N:12]2[C:32](=[O:33])[N:34]2[CH2:35][CH2:36][CH:37]([CH2:40][C:41](=[O:42])[N:48]([CH3:47])[CH:49]([CH3:50])[CH3:51])[CH2:38][CH2:39]2)[cH:9][n:10]1. Product: COC1=C(OCCCl)C=CC=C1 (2-(o-methoxyphenoxy)ethyl chloride). The yield is 67.2%. The reactants are C[O-].[Na+] (sodium methoxide), COC1=C(C=CC=C1)O (o-methoxyphenol), O1CCCC1 (tetrahydrofuran), O1CCCC1 (tetrahydrofuran), O1CCCC1 (tetrahydrofuran), ClCCOS(=O)(=O)C1=CC=C(C=C1)C (2-chloroethyl-p-toluene sulfonate). Procedure: 24.83 g (0.2 mole) of o-methoxyphenol and 100 ml of tetrahydrofuran were placed in a 500 ml-flask equipped with a stirring device and a cooling pipe. A solution in which sodium methoxide (0.2 mole) was dissolved in methanol was added to the flask while stirring the contents. Then tetrahydrofuran and methanol were eliminated at reduced pressure. 300 ml of tetrahydrofuran was added to the flask and then 46.94 g (0.2 mole) of 2-chloroethyl-p-toluene sulfonate was added thereto. The mixture was then... Run in CO (methanol), CO (methanol). As a reaction SMILES: [CH3:1][O:2][C:3]1[CH:8]=[CH:7][CH:6]=[CH:5][C:4]=1[OH:9].O1CCCC1.C[O-].[Na+].[Cl:18][CH2:19][CH2:20]OS(C1C=CC(C)=CC=1)(=O)=O>CO>[CH3:1][O:2][C:3]1[CH:8]=[CH:7][CH:6]=[CH:5][C:4]=1[O:9][CH2:20][CH2:19][Cl:18] |f:2.3|. Starting materials: C(C)(C)(C)OC(N[C@@H](C)C1=CC(=CC=C1)C=NO)=O ((S)-{1-[3-(hydroxyimino-methyl)-phenyl]-ethyl}-carbamic acid tert-butyl ester), CN(CC#C)C (dimethylpropargylamine). Run in ClCCl (dichloromethane). Run at time 2 hour. Yields the product CN(C)CC1=CC(=NO1)C=1C=C(C=CC1)[C@H](C)N ((S)-1-[3-(5-Dimethylaminomethyl-isoxazol-3-yl)-phenyl]-ethylamine). Isolated yield 81.5%. RXN SMILES: C(OC(=O)[NH:7][C@H:8]([C:10]1[CH:15]=[CH:14][CH:13]=[C:12]([CH:16]=[N:17][OH:18])[CH:11]=1)[CH3:9])(C)(C)C.[CH3:20][N:21]([CH3:25])[CH2:22][C:23]#[CH:24]>ClCCl>[CH3:20][N:21]([CH2:22][C:23]1[O:18][N:17]=[C:16]([C:12]2[CH:11]=[C:10]([C@@H:8]([NH2:7])[CH3:9])[CH:15]=[CH:14][CH:13]=2)[CH:24]=1)[CH3:25]. Procedure details: To a solution of (S)-{1-[3-(hydroxyimino-methyl)-phenyl]-ethyl}-carbamic acid tert-butyl ester (260 mg, 1 mmol) in dichloromethane (5 mL) was added dimethylpropargylamine (323 μL, 3 mmol) followed by household bleach (5 mL). The reaction mixture was stirred vigorously at room temperature for 2 h, the two layers were separated, and the organic layer was dried over anhydrous magnesium sulfate and filtered. The filtrate was concentrated in vacuo, the crude product was dissolved in CH2Cl2 (8 mL) and... The reactants are O=C(Cl)c1ccccc1, CC(C)C(N)C(=O)O, [Na+], C1COCCO1, [OH-], O=S(=O)(O)O. The product is CC(C)C(NC(=O)c1ccccc1)C(=O)O. RXN SMILES: [C:1]([c:2]1[cH:3][cH:4][cH:5][cH:6][cH:7]1)(=[O:8])[Cl:9].[NH2:12][CH:13]([CH:14]([CH3:15])[CH3:16])[C:17](=[O:18])[OH:19].[Na+:11].[O:25]1[CH2:26][CH2:27][O:28][CH2:29][CH2:30]1.[OH-:10].[S:20](=[O:21])(=[O:22])([OH:23])[OH:24]>>[C:1]([c:2]1[cH:3][cH:4][cH:5][cH:6][cH:7]1)(=[O:8])[NH:12][CH:13]([CH:14]([CH3:15])[CH3:16])[C:17](=[O:18])[OH:19]. The reactants are C(C)(C)(C)OC(C(CC1=CC=C(C=C1)OCC1=CC=CC=C1)NC(C(CC(C)C)N)=O)=O (2-(2-amino-4-methyl-pentanoylamino)-3-(4-benzyloxy-phenyl)-propionic acid tert-butyl ester), [N+](=O)([O-])C1=CC=C(C=C1)S(=O)(=O)Cl (4-nitrobenzenesulfonyl chloride), C(C)(C)N(C(C)C)CC (N,N-diisopropylethyl-amine). The reagents and catalysts are CN(C)C=1C=CN=CC1 (DMAP). The solvent is C1=CC=CC=C1 (benzene), C(C)(C)(C)OC (tert-butylmethyl ether). Yields the product C(C)(C)(C)OC(C(CC1=CC=C(C=C1)OCC1=CC=CC=C1)NC(C(CC(C)C)NS(=O)(=O)C1=CC=C(C=C1)[N+](=O)[O-])=O)=O (3-(4-Benzyloxy-phenyl)-2-[4-methyl-2-(4-nitro-benzenesulfonylamino)-pentanoylamino]-propionic acid tert-butyl ester). Yield: 95.0%. RXN SMILES: [C:1]([O:5][C:6](=[O:32])[CH:7]([NH:23][C:24](=[O:31])[CH:25]([NH2:30])[CH2:26][CH:27]([CH3:29])[CH3:28])[CH2:8][C:9]1[CH:14]=[CH:13][C:12]([O:15][CH2:16][C:17]2[CH:22]=[CH:21][CH:20]=[CH:19][CH:18]=2)=[CH:11][CH:10]=1)([CH3:4])([CH3:3])[CH3:2].[N+:33]([C:36]1[CH:41]=[CH:40][C:39]([S:42](Cl)(=[O:44])=[O:43])=[CH:38][CH:37]=1)([O-:35])=[O:34].C(N(CC)C(C)C)(C)C>CN(C1C=CN=CC=1)C.C1C=CC=CC=1.C(OC)(C)(C)C>[C:1]([O:5][C:6](=[O:32])[CH:7]([NH:23][C:24](=[O:31])[CH:25]([NH:30][S:42]([C:39]1[CH:38]=[CH:37][C:36]([N+:33]([O-:35])=[O:34])=[CH:41][CH:40]=1)(=[O:43])=[O:44])[CH2:26][CH:27]([CH3:28])[CH3:29])[CH2:8][C:9]1[CH:14]=[CH:13][C:12]([O:15][CH2:16][C:17]2[CH:22]=[CH:21][CH:20]=[CH:19][CH:18]=2)=[CH:11][CH:10]=1)([CH3:3])([CH3:2])[CH3:4]. Procedure: A solution of the product from Example AI ([S-(R*,R*)]-2-(2-amino-4-methyl-pentanoylamino)-3-(4-benzyloxy-phenyl)-propionic acid tert-butyl ester) (308 mg, 0.70 mmol), 4-nitrobenzenesulfonyl chloride (190 mg, 0.77 mmol), N,N-diisopropylethyl-amine (181 mg, 1.4 mmol) and DMAP (20 mg), in benzene (5 mL) was heated under reflux for 3 hours, then concentrated in vacuo and the residue dissolved in ethyl acetate, and washed with saturated NaHCO3 solution, water, and brine, dried over anhydrous sodium ... Starting materials: FC1=CC=C(CN2C(CCC2)=C[N+](=O)[O-])C=C1 (1-p-fluorobenzyl-2-nitromethylene-pyrrolidine). Reagents/catalysts: [Ni] (Raney nickel). The solvent is CO (methanol). Reaction conditions: time 1 hour. Yields the product NCC1N(CCC1)CC1=CC=C(C=C1)F (2-aminomethyl-1-p-fluorobenzyl-pyrrolidine). Isolated yield 72.4%. Reaction SMILES: [F:1][C:2]1[CH:17]=[CH:16][C:5]([CH2:6][N:7]2[CH2:11][CH2:10][CH2:9][C:8]2=[CH:12][N+:13]([O-])=O)=[CH:4][CH:3]=1>CO.[Ni]>[NH2:13][CH2:12][CH:8]1[CH2:9][CH2:10][CH2:11][N:7]1[CH2:6][C:5]1[CH:4]=[CH:3][C:2]([F:1])=[CH:17][CH:16]=1. Procedure details: A solution of 27 g (0.114 mol) of 1-p-fluorobenzyl-2-nitromethylene-pyrrolidine in 600 ml of methanol is hydrogenated at ambient temperature and atmospheric pressure in the presence of Raney nickel. When the theoretical amount of hydrogen has been absorbed, which requires about one hour, the catalyst is filtered off and the methanol is evaporated from the filtrate. The product which remains is distilled under reduced pressure. 17.2 g (yield: 72%) of 2-aminomethyl-1-p-fluorobenzyl-pyrrolidine are...